This data is from the Open Reaction Database (ORD), a public repository of structured organic reaction records. The task is: describe an organic reaction: reactants, conditions, products, and yield Run in O (water), C(C)O (ethanol). Reaction SMILES: [Cl:1][C:2]1[CH:3]=[CH:4][C:5]2[O:10][C:9](=[O:11])[C:8]([C:12]([O:14]CC)=[O:13])=[C:7]([C:17]3[CH:22]=[CH:21][C:20]([O:23][CH3:24])=[C:19]([O:25][CH3:26])[CH:18]=3)[C:6]=2[CH:27]=1.O1CCOCC1.[OH-].[Na+].Cl>O.C(O)C>[Cl:1][C:2]1[CH:3]=[CH:4][C:5]2[O:10][C:9](=[O:11])[C:8]([C:12]([OH:14])=[O:13])=[C:7]([C:17]3[CH:22]=[CH:21][C:20]([O:23][CH3:24])=[C:19]([O:25][CH3:26])[CH:18]=3)[C:6]=2[CH:27]=1 |f:2.3|. The reactants are Cl (HCl), ClC=1C=CC2=C(C(=C(C(O2)=O)C(=O)OCC)C2=CC(=C(C=C2)OC)OC)C1 (ethyl 6-chloro-4-(3,4-dimethoxyphenyl)-2-oxo-2H-1-benzopyran-3-carboxylate), O1CCOCC1 (dioxane), [OH-].[Na+] (NaOH). Product: ClC=1C=CC2=C(C(=C(C(O2)=O)C(=O)O)C2=CC(=C(C=C2)OC)OC)C1 (6-chloro-4-(3,4-dimethoxyphenyl)-2-oxo-2H-1-benzopyran-3-carboxylic acid). Reported procedure: A mixture of ethyl 6-chloro-4-(3,4-dimethoxyphenyl)-2-oxo-2H-1-benzopyran-3-carboxylate (1.0 g), dioxane (5 ml), ethanol (5 ml) and 2N-NaOH (12 ml) was refluxed for 1.5 hours, and then, adjusted to pH 2 by adding 2N-HCl. The mixture was stirred for 30 minutes at room temperature, to which water was added to obtain 6-chloro-4-(3,4-dimethoxyphenyl)-2-oxo-2H-1-benzopyran-3-carboxylic acid as crystals. Recrystallization from acetone gave colorless prisms (0.54 g, 58.1%). Starting materials: CO, [K+], [K+], O=C([O-])[O-], O=c1c(Cl)c(Cl)cnn1-c1ccccc1, O=C1NN(c2ccccc2)C=C(Cl)C1Cl. The product is COc1cnn(-c2ccccc2)c(=O)c1Cl. Reaction SMILES: [CH3:37][OH:38].[K+:31].[K+:32].[O-:33][C:34]([O-:35])=[O:36].[c:16]1(-[n:22]2[n:23][cH:24][c:25]([Cl:30])[c:26]([Cl:29])[c:27]2=[O:28])[cH:17][cH:18][cH:19][cH:20][cH:21]1.[c:1]1([N:2]2[CH:3]=[C:4]([Cl:5])[CH:6]([Cl:7])[C:9](=[O:15])[NH:8]2)[cH:10][cH:11][cH:12][cH:13][cH:14]1>>[CH3:9][O:15][c:25]1[cH:24][n:23][n:22](-[c:16]2[cH:17][cH:18][cH:19][cH:20][cH:21]2)[c:27](=[O:28])[c:26]1[Cl:29]. Reactants: C(CCC)(=O)C1=CC(=C(S1)CC)C(C1CCCCC1)NC1=CC=C(C(=O)OC)C=C1 (methyl 4-{[(5-butanoyl-2-ethylthiophen-3-yl)(cyclohexyl)methyl]amino}benzoate), O1CCCC1 (tetrahydrofuran), [OH-].[Na+] (sodium hydroxide). The solvent is C(C)O (ethanol). The product is C(CCC)(=O)C1=CC(=C(S1)CC)C(C1CCCCC1)NC1=CC=C(C(=O)O)C=C1 (4-{[(5-butanoyl-2-ethylthiophen-3-yl)(cyclohexyl)methyl]amino}benzoic acid). The yield is 94.9%. Reaction SMILES: [C:1]([C:6]1[S:10][C:9]([CH2:11][CH3:12])=[C:8]([CH:13]([NH:20][C:21]2[CH:30]=[CH:29][C:24]([C:25]([O:27]C)=[O:26])=[CH:23][CH:22]=2)[CH:14]2[CH2:19][CH2:18][CH2:17][CH2:16][CH2:15]2)[CH:7]=1)(=[O:5])[CH2:2][CH2:3][CH3:4].O1CCCC1.[OH-].[Na+]>C(O)C>[C:1]([C:6]1[S:10][C:9]([CH2:11][CH3:12])=[C:8]([CH:13]([NH:20][C:21]2[CH:30]=[CH:29][C:24]([C:25]([OH:27])=[O:26])=[CH:23][CH:22]=2)[CH:14]2[CH2:19][CH2:18][CH2:17][CH2:16][CH2:15]2)[CH:7]=1)(=[O:5])[CH2:2][CH2:3][CH3:4] |f:2.3|. Procedure: To a mixture of methyl 4-{[(5-butanoyl-2-ethylthiophen-3-yl)(cyclohexyl)methyl]amino}benzoate (316 mg) synthesized above, tetrahydrofuran (5 mL) and ethanol (5 mL) was added 1N aqueous sodium hydroxide solution (5 and the mixture was stirred with heating under reflux for 3 hr, and concentrated under reduced pressure. The residue was dissolved in water (10 mL), and 1N hydrochloric acid (5 mL) was added at 0° C. The resulting precipitate was collected by filtration to give the title compound (290 ...